This data is from the Open Reaction Database (ORD), a public repository of structured organic reaction records. The task is: describe an organic reaction: reactants, conditions, products, and yield The reactants are C(C)OC(C(C(=O)NC1=C(C=CC=C1OC)OC)CC1=CC=C(C=C1)NC(C1=C(C=CC=C1Cl)Cl)=O)=O (Ethyl-2-{4-[(2,6-dichlorobenzoyl)amino]benzyl}-3-(2,6-dimethoxyanilino)-3-oxopropanoate), [OH-].[K+] (KOH). Solvent: CCO (EtOH), C1CCOC1 (THF), O (water). Run at time 2.5 hour. Yields the product ClC1=C(C(=O)NC2=CC=C(CC(C(=O)O)C(=O)NC3=C(C=CC=C3OC)OC)C=C2)C(=CC=C1)Cl (2-{4-[(2,6-Dichlorobenzoyl)amino]benzyl}-3-(2,6-dimethoxyanilino)-3-oxopropanoic Acid). Yield: 52.7%. Reaction SMILES: C([O:3][C:4](=[O:37])[CH:5]([CH2:19][C:20]1[CH:25]=[CH:24][C:23]([NH:26][C:27](=[O:36])[C:28]2[C:33]([Cl:34])=[CH:32][CH:31]=[CH:30][C:29]=2[Cl:35])=[CH:22][CH:21]=1)[C:6]([NH:8][C:9]1[C:14]([O:15][CH3:16])=[CH:13][CH:12]=[CH:11][C:10]=1[O:17][CH3:18])=[O:7])C.[OH-].[K+]>CCO.C1COCC1.O>[Cl:34][C:33]1[CH:32]=[CH:31][CH:30]=[C:29]([Cl:35])[C:28]=1[C:27]([NH:26][C:23]1[CH:24]=[CH:25][C:20]([CH2:19][CH:5]([C:6]([NH:8][C:9]2[C:14]([O:15][CH3:16])=[CH:13][CH:12]=[CH:11][C:10]=2[O:17][CH3:18])=[O:7])[C:4]([OH:37])=[O:3])=[CH:21][CH:22]=1)=[O:36] |f:1.2|. Reported procedure: A solution of the compound of Example 5 (0.59 g, 1.1 mmol) in EtOH (5 ml), THF (2 ml) and water (2 ml) was treated with KOH (1M aqueous solution, 1.62 ml, 1.62 mmol) and the reaction stirred for 2.5 h. The mixture was concentrated in vacuo and acidified to pH1 with 10% hydrochloric acid, to give a white precipitate which was isolated by filtration and washed with water, triturated with boiling MeOH and washed with Et2O to give the title compound as a white solid (300 mg, 54%). δH (DMSO d6) 10.65... Reactants: cyclohexyl ketal, ClC=1C=C(C=CC1Cl)[C@H](N[S@@](=O)C(C)(C)C)[C@@H]1OC2(OC1)CCCCC2 ((S)—N—((S)-(3,4-dichlorophenyl)((S)-1,4-dioxaspiro[4.5]decan-2-yl)methyl)-2-methylpropane-2-sulfinamide), Cl (HCl), CC(C)O (IPA), Cl (HCl), O1CCOCC1 (dioxane). The solvent is C(Cl)Cl (DCM), O (H2O). Conditions: time 1 hour. The product is Cl.N[C@H]([C@@H](CO)O)C1=CC(=C(C=C1)Cl)Cl ((2S,3S)-3-amino-3-(3,4-dichlorophenyl)propane-1,2-diol hydrochloride). The yield is 187.7%. Reaction SMILES: [Cl:1][C:2]1[CH:3]=[C:4]([C@@H:9]([C@H:17]2[CH2:21][O:20]C3(CCCCC3)[O:18]2)[NH:10][S@](C(C)(C)C)=O)[CH:5]=[CH:6][C:7]=1[Cl:8].Cl.CC(O)C.O1CCOCC1>O.C(Cl)Cl>[ClH:1].[NH2:10][C@@H:9]([C:4]1[CH:5]=[CH:6][C:7]([Cl:8])=[C:2]([Cl:1])[CH:3]=1)[C@H:17]([OH:18])[CH2:21][OH:20] |f:6.7|. Reported procedure: To a solution of 250 (1.8 g, 4.3 mmol) and DCM (5 mL) was added a solution of HCl in IPA (7.1 mL, 43 mmol) and the reaction was stirred for 1 h. The reaction concentrated to dryness and 4M HCl in dioxane (5 eq) and H2O (1 mL) was added to cleave the cyclohexyl ketal. The reaction was stirred for 1 h and then concentrated to dryness to afford 1.1 g (94%) of (2S,3S)-3-amino-3-(3,4-dichlorophenyl)propane-1,2-diol hydrochloride (252). The reactants are BrCC(C(=O)OCC)=O (ethyl bromopyruvate), CN(C=1C=CC(=NC1)N)C (5-dimethylaminopyridine-2-amine), C(C)O (ethanol). Solvent: COCCOC (DME). Run at temperature 20 celsius, time 16 hour. Product: CN(C=1C=CC=2N(C1)C=C(N2)C(=O)OCC)C (ethyl 6-dimethylaminoimidazo[1,2-a]pyridine-2-carboxylate). As a reaction SMILES: [CH3:1][N:2]([CH3:10])[C:3]1[CH:4]=[CH:5][C:6]([NH2:9])=[N:7][CH:8]=1.Br[CH2:12][C:13](=O)[C:14]([O:16][CH2:17][CH3:18])=[O:15].C(O)C>COCCOC>[CH3:1][N:2]([CH3:10])[C:3]1[CH:4]=[CH:5][C:6]2[N:7]([CH:12]=[C:13]([C:14]([O:16][CH2:17][CH3:18])=[O:15])[N:9]=2)[CH:8]=1. Procedure details: To a suspension of 0.2 g of 5-dimethylaminopyridine-2-amine in 3 mL of DME are added 215 μL of ethyl bromopyruvate. The reaction mixture is stirred at 20° C. for 16 hours and then, after addition of 3 mL of ethanol, for 16 hours at reflux, and finally concentrated under reduced pressure. The residue is filtered on a cartridge of 15 g of silica, eluting with a mixture of dichloromethane and methanol (98/2). The fractions containing the expected product are combined and washed with saturated sodiu... Starting materials: N(=[N+]=[N-])C1=C(C=NC=C1F)\C=N\C1=C(C=C(C=C1Cl)[N+](=O)[O-])Cl ([1-(4-azido-5-fluoropyridin-3-yl)-meth-(E)-ylidene]-(2,6-dichloro-4-nitrophenyl)-amine), resultant mixture. The solvent is C1(=CC=CC=C1)C (toluene). Run at temperature 105 celsius. Product: ClC1=C(C(=CC(=C1)[N+](=O)[O-])Cl)N1N=C2C(C=NC=C2F)=C1 (2-(2,6-Dichloro-4-nitrophenyl)-7-fluoro-2H-pyrazolo[4,3-c]pyridine). The yield is 88.0%. Reaction SMILES: [N:1]([C:4]1[C:9]([F:10])=[CH:8][N:7]=[CH:6][C:5]=1/[CH:11]=[N:12]/[C:13]1[C:18]([Cl:19])=[CH:17][C:16]([N+:20]([O-:22])=[O:21])=[CH:15][C:14]=1[Cl:23])=[N+]=[N-]>C1(C)C=CC=CC=1>[Cl:23][C:14]1[CH:15]=[C:16]([N+:20]([O-:22])=[O:21])[CH:17]=[C:18]([Cl:19])[C:13]=1[N:12]1[CH:11]=[C:5]2[CH:6]=[N:7][CH:8]=[C:9]([F:10])[C:4]2=[N:1]1. Reported procedure: A suspension of [1-(4-azido-5-fluoropyridin-3-yl)-meth-(E)-ylidene]-(2,6-dichloro-4-nitrophenyl)-amine (5.89 g, 16.6 mmol) in toluene (80 mL) was heated at 105° C. for 4 hours. The resultant mixture was cooled to room temperature and concentrated under reduced pressure. The residue was purified by silica gel flash chromatography (0-5% methanol in DCM) to afford the title compound (4.78 g, 81% yield). 1H NMR (300 MHz, CDCl3): δ 9.13 (d, J=2.2 Hz, 1H), 8.43 (s, 2H), 8.39 (d, J=2.4 Hz, 1H), 8.26 (d... Reactants: CCOC(=O)C (EtOAc), CCOC(=O)C (EtOAc), CCOC(=O)C (EtOAc), C(C)(C)(C)[Si](OC(CCC1CCC(N1)=O)CC1=CC(=CC=C1)F)(C)C (5-[3-(tert-butyl-dimethyl-silanyloxy)-4-(3-fluoro-phenyl)-butyl]-pyrrolidin-2-one), C[Si](C)(C)[N-][Si](C)(C)C.[Na+] (NaHMDS), COC(C1=CC=C(C=C1)CCCBr)=O (4-(3-bromo-propyl)-benzoic acid methyl ester). Run in hexanes, hexanes, C(Cl)Cl (CH2Cl2), C(Cl)Cl (CH2Cl2), CO (MeOH), CO (MeOH). The product is COC(C1=CC=C(C=C1)CCCN1C(CCC1=O)CCC(CC1=CC(=CC=C1)F)O[Si](C)(C)C(C)(C)C)=O (4-(3-{2-[3-(tert-butyl-dimethyl-silanyloxy)-4-(3-fluoro-phenyl)-butyl]-5-oxo-pyrrolidin-1-yl}-propyl)-benzoic acid methyl ester). The yield is 72.9%. Reaction SMILES: [C:1]([Si:5]([CH3:25])([CH3:24])[O:6][CH:7]([CH2:16][C:17]1[CH:22]=[CH:21][CH:20]=[C:19]([F:23])[CH:18]=1)[CH2:8][CH2:9][CH:10]1[NH:14][C:13](=[O:15])[CH2:12][CH2:11]1)([CH3:4])([CH3:3])[CH3:2].C[Si]([N-][Si](C)(C)C)(C)C.[Na+].[CH3:36][O:37][C:38](=[O:49])[C:39]1[CH:44]=[CH:43][C:42]([CH2:45][CH2:46][CH2:47]Br)=[CH:41][CH:40]=1.CCOC(C)=O>C(Cl)Cl.CO>[CH3:36][O:37][C:38](=[O:49])[C:39]1[CH:44]=[CH:43][C:42]([CH2:45][CH2:46][CH2:47][N:14]2[C:13](=[O:15])[CH2:12][CH2:11][CH:10]2[CH2:9][CH2:8][CH:7]([O:6][Si:5]([C:1]([CH3:4])([CH3:3])[CH3:2])([CH3:25])[CH3:24])[CH2:16][C:17]2[CH:22]=[CH:21][CH:20]=[C:19]([F:23])[CH:18]=2)=[CH:41][CH:40]=1 |f:1.2|. Reported procedure: Analogous to the procedure described in Example 1A, Step D, 5-[3-(tert-butyl-dimethyl-silanyloxy)-4-(3-fluoro-phenyl)-butyl]-pyrrolidin-2-one (254.7 mg, 0.697 mmol) was alkylated with NaHMDS (1M in THF, 0.84 mL, 0.84 mmol) and 4-(3-bromo-propyl)-benzoic acid methyl ester (200 mg, 0.778 mmol). Purificaton by medium pressure chromatography (5:1 hexanes:EtOAc to 1:1 hexanes:EtOAc to EtOAc to 1% MeOH in CH2Cl2 to 5% MeOH in CH2Cl2) provided 4-(3-{2-[3-(tert-butyl-dimethyl-silanyloxy)-4-(3-fluoro-phe... Starting materials: FC1=CC=C(C=C1)CC(=O)O (4-fluorophenylacetic acid), Cl.Cl.N1(C=NC=C1)CCCN (1H-imidazole-1-propanamine dihydrochloride), C(=O)(N1C=NC=C1)N1C=NC=C1 (1,1'-carbonyldiimidazole), O1CCCC1 (tetrahydrofuran). The solvent is O (water). Reaction conditions: time 18 hour. Product: FC1=CC=C(C=C1)CC(=O)NCCCN1C=NC=C1 (4-Fluoro-N-[3-(1H-imidazol-1-yl)propyl]benzeneacetamide). Reaction SMILES: [F:1][C:2]1[CH:7]=[CH:6][C:5]([CH2:8][C:9]([OH:11])=O)=[CH:4][CH:3]=1.C(N1C=CN=C1)(N1C=CN=C1)=O.O1CCCC1.Cl.Cl.[N:31]1([CH2:36][CH2:37][CH2:38][NH2:39])[CH:35]=[CH:34][N:33]=[CH:32]1>O>[F:1][C:2]1[CH:3]=[CH:4][C:5]([CH2:8][C:9]([NH:39][CH2:38][CH2:37][CH2:36][N:31]2[CH:35]=[CH:34][N:33]=[CH:32]2)=[O:11])=[CH:6][CH:7]=1 |f:3.4.5|. Procedure details: A mixture of 1.54 g. of 4-fluorophenylacetic acid, 1.62 g. of 1,1'-carbonyldiimidazole and 30 ml. of tetrahydrofuran was stirred for 2 hours, then 1.98 g. of 1H-imidazole-1-propanamine dihydrochloride was added. Stirring was continued at room temperature for an additional 18 hours, then at reflux temperature for 5 hours, 5 ml. of water was added, the mixture was heated for 30 minutes and then concentrated to remove the volatile material. The residue was diluted with methylene chloride and 25 ml....